This data is from the Open Reaction Database (ORD), a public repository of structured organic reaction records. The task is: describe an organic reaction: reactants, conditions, products, and yield Reaction SMILES: C[O:2][C:3]1[CH:8]=[C:7]([C:9]2[N:10]=[N:11][C:12]([C:15]([F:18])([F:17])[F:16])=[CH:13][CH:14]=2)[CH:6]=[CH:5][N:4]=1>Cl>[F:18][C:15]([F:16])([F:17])[C:12]1[N:11]=[N:10][C:9]([C:7]2[CH:6]=[CH:5][NH:4][C:3](=[O:2])[CH:8]=2)=[CH:14][CH:13]=1. Isolated yield 110.3%. Run in Cl (hydrochloric acid). Procedure: 3-(2-Methoxypyridin-4-yl)-6-(trifluoromethyl)pyridazine (115 mg, 0.451 mmol) was stirred in concentrated hydrochloric acid (20 mL) at 120° C. for 18 h and then concentrated. The residue was adjusted to pH 8 with 6 N NaOH and the solids were filtered off, washed with water and dried under vacuum to provide the title compound (120 mg, quant) as a white solid: 1H NMR (500 MHz, DMSO-d6) δ 11.87 (s, 1H), 8.61 (d, J=8.9 Hz, 1H), 8.42 (d, J=8.9 Hz, 1H), 7.62 (d, J=6.8 Hz, 1H), 7.19 (s, 1H), 7.01 (dd, J... The reactants are COC1=NC=CC(=C1)C=1N=NC(=CC1)C(F)(F)F (3-(2-Methoxypyridin-4-yl)-6-(trifluoromethyl)pyridazine). Yields the product FC(C1=CC=C(N=N1)C1=CC(NC=C1)=O)(F)F (4-(6-(Trifluoromethyl)pyridazin-3-yl)pyridin-2(1H)-one). The reactants are C(C)(=O)Cl (Acetyl chloride), C(C)(=O)O (acetic acid), C1(=CC=CC=C1)NN (phenylhydrazine). Solvent: C(C)O (ethanol). Yields the product C1(=CC=CC=C1)N1N=C2C(NC=3C=CC=CC3C2=C1)=O (2-phenyl-2,5-dihydro-4H-pyrazolo[3,4-c]quinolin-4-one). Reaction SMILES: [C:1](Cl)(=[O:3])[CH3:2].[C:5](O)(=O)[CH3:6].[C:9]1([NH:15][NH2:16])[CH:14]=[CH:13][CH:12]=[CH:11][CH:10]=1>C(O)C>[C:9]1([N:15]2[CH:6]=[C:5]3[C:2]([C:1](=[O:3])[NH:15][C:9]4[CH:10]=[CH:11][CH:12]=[CH:13][C:14]=43)=[N:16]2)[CH:14]=[CH:13][CH:12]=[CH:11][CH:10]=1. Procedure: Acetyl chloride (26 mL, 364 mmol), acetic acid (30 mL), and phenylhydrazine (36 mL, 364 mmol) were added sequentially to a suspension of material from Part A (37 g, 182 mmol) in ethanol (910 mL). The reaction mixture was heated at reflux for 18 hours. A white solid was isolated by filtration and washed with ethanol. Analysis of this material by 1H NMR indicated that this material was a 1:1 mixture of starting material and product. The solid was triturated with refluxing acetonitrile to provide 2...